From a dataset of the Open Reaction Database (ORD), a public repository of structured organic reaction records. describe an organic reaction: reactants, conditions, products, and yield The reactants are Cl.C1(CC1)NC(C1=CC(=C(C=C1)C)C=1C=C2C=CN(C(C2=CC1)=O)CC1=CC=C(C=C1)C=1CCNCC1)=O (N-Cyclopropyl-4-methyl-3-[1-oxo-2-{4-(1,2,3,6-tetrahydro-pyridin-4-yl)-benzyl}-1,2-dihydro-isoquinolin-6-yl]-benzamide, hydrochloride). The reagents and catalysts are [Pd] (Pd/C). Solvent: C(C)O (ethanol). Run at time 2 hour. Product: C1(CC1)NC(C1=CC(=C(C=C1)C)C=1C=C2C=CN(C(C2=CC1)=O)CC1=CC=C(C=C1)C1CCNCC1)=O (N-Cyclopropyl-4-methyl-3-[1-oxo-2-(4-piperidin-4-yl-benzyl)-1,2-dihydro-isoquinolin-6-yl]-benzamide), hydrochloride salt. RXN SMILES: Cl.[CH:2]1([NH:5][C:6](=[O:38])[C:7]2[CH:12]=[CH:11][C:10]([CH3:13])=[C:9]([C:14]3[CH:15]=[C:16]4[C:21](=[CH:22][CH:23]=3)[C:20](=[O:24])[N:19]([CH2:25][C:26]3[CH:31]=[CH:30][C:29]([C:32]5[CH2:33][CH2:34][NH:35][CH2:36][CH:37]=5)=[CH:28][CH:27]=3)[CH:18]=[CH:17]4)[CH:8]=2)[CH2:4][CH2:3]1>C(O)C.[Pd]>[CH:2]1([NH:5][C:6](=[O:38])[C:7]2[CH:12]=[CH:11][C:10]([CH3:13])=[C:9]([C:14]3[CH:15]=[C:16]4[C:21](=[CH:22][CH:23]=3)[C:20](=[O:24])[N:19]([CH2:25][C:26]3[CH:31]=[CH:30][C:29]([CH:32]5[CH2:37][CH2:36][NH:35][CH2:34][CH2:33]5)=[CH:28][CH:27]=3)[CH:18]=[CH:17]4)[CH:8]=2)[CH2:3][CH2:4]1 |f:0.1|. Procedure details: 10% Pd/C (20 mg) was added to a solution of Example 7 (60 mg) in ethanol (20 mL) and the mixture subjected to hydrogenation at 3 Barr for 2 hours. The reaction mixture was filtered and evaporated under reduced pressure to give the title compound as the hydrochloride salt as a solid (50 mg). Starting materials: Cc1c(Br)c(C#N)nn1C, CCCO, Nc1ccccc1B(O)O, [Na+], [Na+], O=C([O-])[O-], CC(=O)[O-], CC(=O)[O-], O, [Pd+2], c1ccc(P(c2ccccc2)c2ccccc2)cc1. The product is Cc1c(-c2ccccc2N)c(C#N)nn1C. As a reaction SMILES: [Br:20][c:21]1[c:22]([C:28]#[N:29])[n:23][n:24]([CH3:27])[c:25]1[CH3:26].[CH2:56]([OH:57])[CH2:58][CH3:59].[NH2:30][c:31]1[c:32]([B:37]([OH:38])[OH:39])[cH:33][cH:34][cH:35][cH:36]1.[Na+:40].[Na+:41].[O-:42][C:43](=[O:44])[O-:45].[O-:47][C:48]([CH3:49])=[O:50].[O-:51][C:52]([CH3:53])=[O:54].[OH2:55].[Pd+2:46].[c:1]1([P:2]([c:3]2[cH:4][cH:5][cH:6][cH:7][cH:8]2)[c:9]2[cH:10][cH:11][cH:12][cH:13][cH:14]2)[cH:15][cH:16][cH:17][cH:18][cH:19]1>>[c:21]1(-[c:32]2[c:31]([NH2:30])[cH:36][cH:35][cH:34][cH:33]2)[c:22]([C:28]#[N:29])[n:23][n:24]([CH3:27])[c:25]1[CH3:26]. Reactants: BrC1=NC=CC=C1CBr (2-Bromo-3-bromomethyl-pyridine), N1C=NC=C1 (imidazole), C(=O)([O-])[O-].[K+].[K+] (K2CO3). Yields the product BrC1=NC=CC=C1CN1C=NC=C1 (2-Bromo-3-imidazol-1-ylmethyl-pyridine). Reaction SMILES: [Br:1][C:2]1[C:7]([CH2:8]Br)=[CH:6][CH:5]=[CH:4][N:3]=1.[NH:10]1[CH:14]=[CH:13][N:12]=[CH:11]1.C([O-])([O-])=O.[K+].[K+]>>[Br:1][C:2]1[C:7]([CH2:8][N:10]2[CH:14]=[CH:13][N:12]=[CH:11]2)=[CH:6][CH:5]=[CH:4][N:3]=1 |f:2.3.4|. Procedure details: Synthesized from 5a (891 mg, 2.78 mmol), imidazole (658 mg, 5.56 mmol) and K2CO3 (1.92 g, 13.9 mmol) according to Method B. Yield: 375 mg, 1.41 mmol, 51%. 1H NMR (CDCl3, 500 MHz): δH (ppm): 5.23 (s, 2H), 6.96 (t, J=1.3 Hz, 1H), 7.07 (d, J=7.6 Hz, 1H) 7.15 (t, J=1.3 Hz, 1H), 7.24 (dd, J=7.6, 4.7 Hz, 1H), 7.66 (brs, 1H), 8.32 (dd, J=4.7, 1.9 Hz, 1H); 13C NMR (CDCl3, 125 MHz): δC (ppm)=49.7, 119.3, 123.4, 130.0, 133.4, 136.6, 137.6, 142.0, 149.7; MS (ESI): m/z=239.10 [M+H]+. Reactants: BrC1=CC=C(C=C1)S(=O)(=O)Cl (4-Bromobenzenesulfonyl chloride), NC1=C(C(=NN1C)OC)C1=CC2=C(OCO2)C=C1 (5-amino-4-(1,3-benzodioxol-5-yl)-3-methoxy-1-methyl-1H-pyrazole), CN(C)C1=NC=CC=C1 (dimethylaminopyridine). Solvent: N1=CC=CC=C1 (pyridine). Conditions: time 8 hour. Yields the product O1COC2=C1C=CC(=C2)C=2C(=NN(C2NS(=O)(=O)C2=CC=C(C=C2)Br)C)OC (N-[4-(1,3-benzodioxol-5-yl)-3-methoxy-1-methyl-1H-pyrazol-5-yl]-4-bromobenzenesulfonamide). The yield is 2.1%. Reaction SMILES: [Br:1][C:2]1[CH:7]=[CH:6][C:5]([S:8](Cl)(=[O:10])=[O:9])=[CH:4][CH:3]=1.[NH2:12][C:13]1[N:17]([CH3:18])[N:16]=[C:15]([O:19][CH3:20])[C:14]=1[C:21]1[CH:29]=[CH:28][C:24]2[O:25][CH2:26][O:27][C:23]=2[CH:22]=1.CN(C1C=CC=CN=1)C>N1C=CC=CC=1>[O:25]1[C:24]2[CH:28]=[CH:29][C:21]([C:14]3[C:15]([O:19][CH3:20])=[N:16][N:17]([CH3:18])[C:13]=3[NH:12][S:8]([C:5]3[CH:6]=[CH:7][C:2]([Br:1])=[CH:3][CH:4]=3)(=[O:10])=[O:9])=[CH:22][C:23]=2[O:27][CH2:26]1. Procedure: 4-Bromobenzenesulfonyl chloride (210 mg) was added at room temperature under an atmosphere of nitrogen to a solution of 5-amino-4-(1,3-benzodioxol-5-yl)-3-methoxy-1-methyl-1H-pyrazole (Preparation 43) (100 mg) and dimethylaminopyridine (50 mg) in anhydrous pyridine (4 ml). The reaction was stirred overnight. The mixture was concentrated under reduced pressure, then a saturated solution of ammonium chloride (6 ml), ethyl acetate (6 ml), and brine (6 ml) were sequentially added. The aqueous phase ... Reactants: C(=O)C1=CC=C(C#N)C=C1 (4-formylbenzonitrile), C(=O)N (formamide), CC1=CC=C(C=C1)S(=O)O (4-methylbenzene-1-sulfinic acid), Cl[Si](C)(C)C (chlorotrimethylsilane). Run in C1(=CC=CC=C1)C (toluene), CC#N (CH3CN), O (water). The product is C(#N)C1=CC=C(C=C1)C(NC=O)S(=O)(=O)C1=CC=C(C)C=C1 (N-((4-cyanophenyl)(tosyl)methyl)formamide). The yield is 48.1%. Reaction SMILES: [CH:1]([C:3]1[CH:10]=[CH:9][C:6]([C:7]#[N:8])=[CH:5][CH:4]=1)=O.[CH:11]([NH2:13])=[O:12].[CH3:14][C:15]1[CH:20]=[CH:19][C:18]([S:21]([OH:23])=[O:22])=[CH:17][CH:16]=1.Cl[Si](C)(C)C>C1(C)C=CC=CC=1.CC#N.O>[C:7]([C:6]1[CH:9]=[CH:10][C:3]([CH:1]([S:21]([C:18]2[CH:19]=[CH:20][C:15]([CH3:14])=[CH:16][CH:17]=2)(=[O:23])=[O:22])[NH:13][CH:11]=[O:12])=[CH:4][CH:5]=1)#[N:8]. Procedure: A solution of 4-formylbenzonitrile (5.2 g, 39.65 mmol, 1.00 equiv), formamide (4.5 g, 99.91 mmol, 2.52 equiv), 4-methylbenzene-1-sulfinic acid (8.7 g, 55.70 mmol, 1.40 equiv) and chlorotrimethylsilane (6.5 g, 59.83 mmol, 1.51 equiv) in toluene (5 mL) and CH3CN (5 mL) was stirred at 50° C. for 26 h. The resulting solution was diluted with 100 mL of water and then extracted with 3×50 mL of ethyl acetate. The organic layers were combined then washed with 3×50 mL of water and 2×50 mL of brine. It wa... Product: CC(CO)(CCCBr)c1ccccc1. RXN SMILES: [Br:17][CH2:18][CH2:19][CH2:20][C:21]([C:22](=[O:23])[O:24][CH2:25][CH3:26])([c:27]1[cH:28][cH:29][cH:30][cH:31][cH:32]1)[CH3:33].[Br:1][CH2:2][CH2:3][CH2:4][CH2:5][C:6]([CH3:7])([c:8]1[cH:9][cH:10][c:11]([CH3:12])[cH:13][cH:14]1)[CH2:15][OH:16].[CH3:34][OH:35].[Cl:36][CH2:37][Cl:38]>>[Br:17][CH2:18][CH2:19][CH2:20][C:21]([CH2:22][OH:23])([c:27]1[cH:28][cH:29][cH:30][cH:31][cH:32]1)[CH3:33]. The reactants are CCOC(=O)C(C)(CCCBr)c1ccccc1, Cc1ccc(C(C)(CO)CCCCBr)cc1, CO, ClCCl. Reactants: C[Si](C)(C)C#CC1=C(C#N)C=CC=N1 (2-((trimethylsilyl)ethynyl)nicotinonitrile), C[O-].[Na+] (sodium methanolate), CO (MeOH). Reaction conditions: temperature 80 celsius. The product is COC(CC1=C(C#N)C=CC=N1)OC (2-(2,2-dimethoxyethyl)nicotinonitrile). The yield is 75.0%. RXN SMILES: C[Si]([C:5]#[C:6][C:7]1[N:14]=[CH:13][CH:12]=[CH:11][C:8]=1[C:9]#[N:10])(C)C.[CH3:15][O-:16].[Na+].[CH3:18][OH:19]>>[CH3:15][O:16][CH:5]([O:19][CH3:18])[CH2:6][C:7]1[N:14]=[CH:13][CH:12]=[CH:11][C:8]=1[C:9]#[N:10] |f:1.2|. Reported procedure: To a solution of 2-((trimethylsilyl)ethynyl)nicotinonitrile (19.14 g, 95.7 mmol) in MeOH (200 mL) was added sodium methanolate (16.5 g, 306.2 mmol). The reaction mixture was refluxed at 80° C. for 14 h under N2. After removal of the MeOH, the residue was diluted with H2O and extracted with DCM (3×100 mL). The combined organic layers were washed with brine (100 mL), dried over anhydrous Na2SO4, filtered, and concentrated under reduced pressure to give the crude product. The crude product was puri...